The task is: describe an organic reaction: reactants, conditions, products, and yield. This data is from the Open Reaction Database (ORD), a public repository of structured organic reaction records. Starting materials: CC(=O)N(c1ccc(F)cc1)c1cc(C(=O)c2ccccc2)ccc1C(=O)O, Cl, C1COCCO1. Product: O=C(c1ccccc1)c1ccc(C(=O)O)c(Nc2ccc(F)cc2)c1. Reaction SMILES: [C:2]([c:3]1[cH:4][cH:5][cH:6][cH:7][cH:8]1)(=[O:9])[c:10]1[cH:11][c:12]([N:19]([C:20](=[O:21])[CH3:22])[c:23]2[cH:24][cH:25][c:26]([F:29])[cH:27][cH:28]2)[c:13]([C:14](=[O:15])[OH:16])[cH:17][cH:18]1.[ClH:1].[O:30]1[CH2:31][CH2:32][O:33][CH2:34][CH2:35]1>>[C:2]([c:3]1[cH:4][cH:5][cH:6][cH:7][cH:8]1)(=[O:9])[c:10]1[cH:11][c:12]([NH:19][c:23]2[cH:24][cH:25][c:26]([F:29])[cH:27][cH:28]2)[c:13]([C:14](=[O:15])[OH:16])[cH:17][cH:18]1. The reactants are O=C(O)c1nccn(CC2CC2)c1=O, CNC(=O)c1ccc(-c2cc3nccc(Oc4ccc(N)cc4F)c3s2)cc1. Yields the product CNC(=O)c1ccc(-c2cc3nccc(Oc4ccc(NC(=O)c5nccn(CC6CC6)c5=O)cc4F)c3s2)cc1. RXN SMILES: [CH:29]1([CH2:32][n:33]2[c:34](=[O:42])[c:35]([C:39](=[O:40])[OH:41])[n:36][cH:37][cH:38]2)[CH2:30][CH2:31]1.[NH2:1][c:2]1[cH:3][c:4]([F:28])[c:5]([O:6][c:7]2[c:8]3[c:9]([n:10][cH:11][cH:12]2)[cH:13][c:14](-[c:16]2[cH:17][cH:18][c:19]([C:20](=[O:21])[NH:22][CH3:23])[cH:24][cH:25]2)[s:15]3)[cH:26][cH:27]1>>[NH:1]([c:2]1[cH:3][c:4]([F:28])[c:5]([O:6][c:7]2[c:8]3[c:9]([n:10][cH:11][cH:12]2)[cH:13][c:14](-[c:16]2[cH:17][cH:18][c:19]([C:20](=[O:21])[NH:22][CH3:23])[cH:24][cH:25]2)[s:15]3)[cH:26][cH:27]1)[C:39]([c:35]1[c:34](=[O:42])[n:33]([CH2:32][CH:29]2[CH2:30][CH2:31]2)[cH:38][cH:37][n:36]1)=[O:40]. The reactants are CC(C)(C)OC(=O)ON1C(=O)c2ccccc2C1=O, CC1CNCCN1, ClCCl. Yields the product CC1CN(C(=O)OC(C)(C)C)CCN1. RXN SMILES: [C:8]([CH3:9])([CH3:10])([CH3:11])[O:12][C:13](=[O:14])[O:15][N:16]1[C:17](=[O:18])[c:19]2[cH:20][cH:21][cH:22][cH:23][c:24]2[C:25]1=[O:26].[CH3:1][CH:2]1[NH:3][CH2:4][CH2:5][NH:6][CH2:7]1.[Cl:27][CH2:28][Cl:29]>>[CH3:1][CH:2]1[NH:3][CH2:4][CH2:5][N:6]([C:13]([O:12][C:8]([CH3:9])([CH3:10])[CH3:11])=[O:14])[CH2:7]1.